From a dataset of the Open Reaction Database (ORD), a public repository of structured organic reaction records. describe an organic reaction: reactants, conditions, products, and yield Starting materials: CC1(C=2C=CC(=CC2C(=CC1)C1=CC(=CC(=C1)C)C)C#CC1=CC=C(C(=O)OCC)C=C1)C (ethyl 4-[(5,6-dihydro-5,5-dimethyl-8-(3,5-dimethylphenyl)-2-naphthalenyl)ethynyl]-benzoate), CC1(C=2C=CC(=CC2C(=CC1)C1=CC=C(C=C1)C)NC1=C(C(=O)[O-])C=CC=C1)C ([(5,6-dihydro-5,5-dimethyl-8-(4-methylphenyl)-2-naphthalenyl]amino]-benzoate), CC1(C=2C=CC(=CC2C(=CC1)C1=CC=C(C=C1)C)C(=S)NC1=CC=C(C(=O)OCC)C=C1)C (Ethyl 4[[(5,6-dihydro-5,5-dimethyl-8-(4-methylphenyl)-2-naphthalenyl)thiocarbonyl]amino]-benzoate), [OH-].[Na+] (NaOH), aqueous solution. Solvent: CCO (EtOH), C1CCOC1 (THF). Reaction conditions: time 8 hour. Product: CC1(C=2C=CC(=CC2C(=CC1)C1=CC=C(C=C1)C)C(=S)NC1=CC=C(C(=O)O)C=C1)C (4-[[(5,6-Dihydro-5,5-dimethyl-8-(4-methylphenyl)-2-naphthalenyl)thiocarbonyl]amino]-benzoic acid). As a reaction SMILES: CC1(C)CC=C(C2C=C(C)C=C(C)C=2)C2C=C(C#CC3C=CC(C(OCC)=O)=CC=3)C=CC1=2.CC1(C)CC=C(C2C=CC(C)=CC=2)C2C=C(NC3C=CC=CC=3C([O-])=O)C=CC1=2.[CH3:63][C:64]1([CH3:95])[CH2:73][CH:72]=[C:71]([C:74]2[CH:79]=[CH:78][C:77]([CH3:80])=[CH:76][CH:75]=2)[C:70]2[CH:69]=[C:68]([C:81]([NH:83][C:84]3[CH:94]=[CH:93][C:87]([C:88]([O:90]CC)=[O:89])=[CH:86][CH:85]=3)=[S:82])[CH:67]=[CH:66][C:65]1=2.[OH-].[Na+]>CCO.C1COCC1>[CH3:63][C:64]1([CH3:95])[CH2:73][CH:72]=[C:71]([C:74]2[CH:79]=[CH:78][C:77]([CH3:80])=[CH:76][CH:75]=2)[C:70]2[CH:69]=[C:68]([C:81]([NH:83][C:84]3[CH:85]=[CH:86][C:87]([C:88]([OH:90])=[O:89])=[CH:93][CH:94]=3)=[S:82])[CH:67]=[CH:66][C:65]1=2 |f:3.4|. Procedure details: To a solution of 84.0 mg (0.184 mmol) ethyl 4[[(5,6-dihydro-5,5-dimethyl-8-(4-methylphenyl)-2-naphthalenyl]amino]-benzoate (Compound 42) in 2.0 ml EtOH and 2.0 ml of THF was added 60.0 mg NaOH (1.50 mmol, 1.5 ml of a 1M aqueous solution). After stirring at room temperature overnight, the reaction was quenched by the addition of 10% HCl. Extraction with EtOAc, and drying of the organic layers over MgSO4, provided a solid after removal of the solvent under reduced pressure. Crystallization from CH... Reactants: FC1=C(C(=CC=C1)F)C=1OCC(N1)C1=CC=C(C=C1)I (2-(2,6-Difluorophenyl)-4,5-dihydro-4-(4-iodophenyl)oxazole), [Br-].C(#N)C1=CC=C(C=C1)[Zn+] (4-cyanophenylzinc bromide). The reagents and catalysts are [Pd](Cl)Cl.C1(=CC=CC=C1)P(C1=CC=CC=C1)C1=CC=CC=C1.C1(=CC=CC=C1)P(C1=CC=CC=C1)C1=CC=CC=C1 (bis(triphenylphosphine) palladium dichloride). The solvent is O1CCCC1 (tetrahydrofuran), O (water). Reaction conditions: temperature 25 celsius, time 18 hour. Product: FC1=C(C(=CC=C1)F)C=1OCC(N1)C1=CC=C(C=C1)C1=CC=C(C=C1)C#N (4'-[2-(2,6-Difluorophenyl)-4,5-dihydro-4-oxazolyl][1,1'-biphenyl]-4-carbonitrile), solid. As a reaction SMILES: [F:1][C:2]1[CH:7]=[CH:6][CH:5]=[C:4]([F:8])[C:3]=1[C:9]1[O:10][CH2:11][CH:12]([C:14]2[CH:19]=[CH:18][C:17](I)=[CH:16][CH:15]=2)[N:13]=1.[Br-].[C:22]([C:24]1[CH:29]=[CH:28][C:27]([Zn+])=[CH:26][CH:25]=1)#[N:23]>O1CCCC1.O.[Pd](Cl)Cl.C1(P(C2C=CC=CC=2)C2C=CC=CC=2)C=CC=CC=1.C1(P(C2C=CC=CC=2)C2C=CC=CC=2)C=CC=CC=1>[F:1][C:2]1[CH:7]=[CH:6][CH:5]=[C:4]([F:8])[C:3]=1[C:9]1[O:10][CH2:11][CH:12]([C:14]2[CH:19]=[CH:18][C:17]([C:27]3[CH:28]=[CH:29][C:24]([C:22]#[N:23])=[CH:25][CH:26]=3)=[CH:16][CH:15]=2)[N:13]=1 |f:1.2,5.6.7|. Procedure: The compound of Example 2 (6.5 g, 17 mmol) and bis(triphenylphosphine) palladium dichloride (0.15 g, 0.45 mmol) were dissolved in tetrahydrofuran (60 mL). The compound 4-cyanophenylzinc bromide (Rieke Organometallics, Lincoln, Nebr., 0.28M in tetrahydrofuran, 72 ml) was added over 2 min and the mixture was stirred at 25° C. for 18 h. The reaction mixture was diluted with water (200 mL) and extracted with ether (100 mL). The aqueous layer was extracted with dichloromethane (100 mL) and the combin... The reactants are C1(CCC2=CC=CC=C12)=O (1-indanone), C(C)N(C1=CC(=C(C=O)C=C1)C)CC (4-diethylamino-2-methylbenzaldehyde), [OH-].[Na+] (sodium hydroxide). Run in C(C)O (ethanol). Reaction conditions: temperature 5 celsius, time 30 minute. Product: C(C)N(C1=CC(=C(C=C2C(C3=CC=CC=C3C2)=O)C=C1)C)CC (2-(4'-diethylamino-2'-methylbenzylidene)-1-indanone). Isolated yield 80.1%. Reaction SMILES: [C:1]1(=[O:10])[C:9]2[C:4](=[CH:5][CH:6]=[CH:7][CH:8]=2)[CH2:3][CH2:2]1.[CH2:11]([N:13]([CH2:23][CH3:24])[C:14]1[CH:21]=[CH:20][C:17]([CH:18]=O)=[C:16]([CH3:22])[CH:15]=1)[CH3:12].[OH-].[Na+]>C(O)C>[CH2:23]([N:13]([CH2:11][CH3:12])[C:14]1[CH:21]=[CH:20][C:17]([CH:18]=[C:2]2[CH2:3][C:4]3[C:9](=[CH:8][CH:7]=[CH:6][CH:5]=3)[C:1]2=[O:10])=[C:16]([CH3:22])[CH:15]=1)[CH3:24] |f:2.3|. Procedure: A solution of 50 g. (0.3785 mole) 1-indanone and 77.75 g. of 93% 4-diethylamino-2-methylbenzaldehyde in 150 ml. of ethanol was stirred and 94 ml. of a solution of warm (approx. 30° C.) 25% aqueous sodium hydroxide was added. This reaction mixture was heated to reflux for 45 minutes. A solid precipitate began appearing after 30 minutes. Next, the mixture was cooled to about 5° C. and the precipitate filtered and washed with petroleum ether. After air drying, the resulting solid was washed with wa... Yields the product COc1cc(-n2ccc(Cl)cc2=O)ccc1OCOCC[Si](C)(C)C. Starting materials: COc1cc(Br)ccc1OCOCC[Si](C)(C)C, CNC1CCCCC1NC, O=c1cc(Cl)cc[nH]1, ClCCl, [Cu]I, [K+], [K+], [K+], C1COCCO1, O=P([O-])([O-])[O-]. As a reaction SMILES: [Br:19][c:20]1[cH:21][c:22]([O:35][CH3:36])[c:23]([O:24][CH2:25][O:26][CH2:27][CH2:28][Si:29]([CH3:30])([CH3:31])[CH3:32])[cH:33][cH:34]1.[CH3:1][NH:2][CH:3]1[CH2:4][CH2:5][CH2:6][CH2:7][CH:8]1[NH:9][CH3:10].[Cl:11][c:12]1[cH:13][c:14](=[O:18])[nH:15][cH:16][cH:17]1.[Cl:51][CH2:52][Cl:53].[Cu:54][I:55].[K+:42].[K+:43].[K+:44].[O:45]1[CH2:46][CH2:47][O:48][CH2:49][CH2:50]1.[P:37]([O-:38])([O-:39])([O-:40])=[O:41]>>[Cl:11][c:12]1[cH:13][c:14](=[O:18])[n:15](-[c:20]2[cH:21][c:22]([O:35][CH3:36])[c:23]([O:24][CH2:25][O:26][CH2:27][CH2:28][Si:29]([CH3:30])([CH3:31])[CH3:32])[cH:33][cH:34]2)[cH:16][cH:17]1.